This data is from the Open Reaction Database (ORD), a public repository of structured organic reaction records. The task is: describe an organic reaction: reactants, conditions, products, and yield Starting materials: CO, [H][H], CCC1(C)CN(Cc2ccccc2)CCC1N, [OH-], [OH-], [Pd+2]. Yields the product CCC1(C)CNCCC1N. As a reaction SMILES: [CH3:18][OH:19].[H:20][H:21].[NH2:1][CH:2]1[C:3]([CH3:15])([CH2:16][CH3:17])[CH2:4][N:5]([CH2:8][c:9]2[cH:10][cH:11][cH:12][cH:13][cH:14]2)[CH2:6][CH2:7]1.[OH-:22].[OH-:23].[Pd+2:24]>>[NH2:1][CH:2]1[C:3]([CH3:15])([CH2:16][CH3:17])[CH2:4][NH:5][CH2:6][CH2:7]1. Reactants: CC(C)(C)OO, CCCCO, C1=CCCCC1. Yields the product CCCCOC1CCCCC1O. Reaction SMILES: [C:7]([CH3:9])([CH3:10])([O:11][OH:8])[CH3:12].[CH2:13]([CH2:14][CH2:15][CH3:16])[OH:17].[CH2:1]1[CH2:2][CH2:3][CH:4]=[CH:5][CH2:6]1>>[CH2:1]1[CH2:2][CH2:3][CH:4]([O:17][CH2:13][CH2:14][CH2:15][CH3:16])[CH:5]([OH:11])[CH2:6]1. Reactants: [Al+3], O=C(c1ccccc1)N1CCc2[nH]c3ccc(-c4ccccc4)cc3c2CC1, CCOC(C)=O, CCCCCCC, [H-], [H-], [H-], [H-], [Li+], C1CCOC1. Yields the product c1ccc(CN2CCc3[nH]c4ccc(-c5ccccc5)cc4c3CC2)cc1. RXN SMILES: [Al+3:2].[C:7]([c:8]1[cH:9][cH:10][cH:11][cH:12][cH:13]1)(=[O:14])[N:15]1[CH2:16][CH2:17][c:18]2[nH:19][c:20]3[cH:21][cH:22][c:23](-[c:29]4[cH:30][cH:31][cH:32][cH:33][cH:34]4)[cH:24][c:25]3[c:26]2[CH2:27][CH2:28]1.[CH3:35][CH2:36][O:37][C:38]([CH3:39])=[O:40].[CH3:41][CH2:42][CH2:43][CH2:44][CH2:45][CH2:46][CH3:47].[H-:1].[H-:4].[H-:5].[H-:6].[Li+:3].[O:48]1[CH2:49][CH2:50][CH2:51][CH2:52]1>>[CH2:7]([c:8]1[cH:9][cH:10][cH:11][cH:12][cH:13]1)[N:15]1[CH2:16][CH2:17][c:18]2[nH:19][c:20]3[cH:21][cH:22][c:23](-[c:29]4[cH:30][cH:31][cH:32][cH:33][cH:34]4)[cH:24][c:25]3[c:26]2[CH2:27][CH2:28]1. The reactants are CCOC(=O)c1cnc(Nc2cc(C(C)(C)C)cc(C(C)(C)C)c2)nc1, CCI, [H-], [Na+], CN(C)C=O, O. The product is CCOC(=O)c1cnc(N(CC)c2cc(C(C)(C)C)cc(C(C)(C)C)c2)nc1. RXN SMILES: [C:1]([CH3:2])([CH3:3])([CH3:4])[c:5]1[cH:6][c:7]([NH:15][c:16]2[n:17][cH:18][c:19]([C:22](=[O:23])[O:24][CH2:25][CH3:26])[cH:20][n:21]2)[cH:8][c:9]([C:11]([CH3:12])([CH3:13])[CH3:14])[cH:10]1.[CH2:29]([CH3:30])[I:31].[H-:28].[Na+:27].[O:33]=[CH:34][N:35]([CH3:36])[CH3:37].[OH2:32]>>[C:1]([CH3:2])([CH3:3])([CH3:4])[c:5]1[cH:6][c:7]([N:15]([c:16]2[n:17][cH:18][c:19]([C:22](=[O:23])[O:24][CH2:25][CH3:26])[cH:20][n:21]2)[CH2:29][CH3:30])[cH:8][c:9]([C:11]([CH3:12])([CH3:13])[CH3:14])[cH:10]1.